Dataset: the Open Reaction Database (ORD), a public repository of structured organic reaction records. Task: describe an organic reaction: reactants, conditions, products, and yield Starting materials: ClC[C@H]1OC(OC1)(C)C ((S)-4-(chloromethyl)-2,2-dimethyl-1,3-dioxolane), BrC1=CC(=C(C=C1)NC1=C(C(N(C=2N=CNC(C21)=O)C)=O)C)F (5-(4-Bromo-2-fluorophenylamino)-6,8-dimethylpyrido[2,3-d]pyrimidine-4,7(3H,8H)-dione), Cl (HCl). RXN SMILES: Cl[CH2:2][C@@H:3]1[CH2:7][O:6]C(C)(C)[O:4]1.[Br:10][C:11]1[CH:16]=[CH:15][C:14]([NH:17][C:18]2[C:27]3[C:26](=[O:28])[NH:25][CH:24]=[N:23][C:22]=3[N:21]([CH3:29])[C:20](=[O:30])[C:19]=2[CH3:31])=[C:13]([F:32])[CH:12]=1.Cl>>[Br:10][C:11]1[CH:16]=[CH:15][C:14]([NH:17][C:18]2[C:27]3[C:26](=[O:28])[N:25]([CH2:2][C@@H:3]([OH:4])[CH2:7][OH:6])[CH:24]=[N:23][C:22]=3[N:21]([CH3:29])[C:20](=[O:30])[C:19]=2[CH3:31])=[C:13]([F:32])[CH:12]=1. Procedure details: The title compound was prepared according to the procedure used for Example 9 synthesis by reaction of (S)-4-(chloromethyl)-2,2-dimethyl-1,3-dioxolane with compound 9F, followed by hydrolysis with 1N HCl. 1H NMR (400 MHz, MeOD) δ ppm 1.71 (s, 3H) 3.44-3.51 (m, 1H) 3.59 (d, J=5.31 Hz, 2H) 3.74 (s, 3H) 3.76-3.82 (m, 1H) 3.91-4.01 (m, 1H) 4.41 (dd, J=13.64, 3.28 Hz, 1H) 6.77 (t, J=8.59 Hz, 1H) 7.26 (d, J=9.09 Hz, 1H) 7.39 (d, J=2.02 Hz, 1H) 8.38 (s, 1H)) [M+H] calc'd for C18H18BrFN4O4, 454. found, ... The product is BrC1=CC(=C(C=C1)NC1=C(C(N(C=2N=CN(C(C21)=O)C[C@H](CO)O)C)=O)C)F ((R)-5-(4-Bromo-2-fluorophenylamino)-3-(2,3-dihydroxypropyl)-6,8-dimethylpyrido[2,3-d]pyrimidine-4,7(3H,8H)-dione). The reactants are C(C)(=O)N1CC=2C(=NC=3C=CC=CC3C2C)CCC1 (2-acetyl-2,3,4,5-tetrahydro-11-methyl-1H-azepino[4,3-b]quinoline), OO (hydrogen peroxide). The solvent is C(C)(=O)O (acetic acid). Yields the product C(C)(=O)N1CC=2C(=[N+](C=3C=CC=CC3C2C)[O-])CCC1 (2-Acetyl-2,3,4,5-tetrahydro-11-methyl-1H-azepino[4,3-b]quinoline-6-oxide). Reaction SMILES: [C:1]([N:4]1[CH2:19][CH2:18][CH2:17][C:7]2=[N:8][C:9]3[CH:10]=[CH:11][CH:12]=[CH:13][C:14]=3[C:15]([CH3:16])=[C:6]2[CH2:5]1)(=[O:3])[CH3:2].[OH:20]O>C(O)(=O)C>[C:1]([N:4]1[CH2:19][CH2:18][CH2:17][C:7]2=[N+:8]([O-:20])[C:9]3[CH:10]=[CH:11][CH:12]=[CH:13][C:14]=3[C:15]([CH3:16])=[C:6]2[CH2:5]1)(=[O:3])[CH3:2]. Procedure: 6 gm (23.8 millimols) of 2-acetyl-2,3,4,5-tetrahydro-11-methyl-1H-azepino[4,3-b]quinoline were dissolved in 7 ml of glacial acetic acid, and 4 ml of 30% hydrogen peroxide were added to the solution at room temperature. The mixture was subsequently heated at 60° to 80° C. for 2 hours. After distilling off the solvent, the mixture was dissolved in 2 N sodium hydroxide, the resulting solution was extracted with chloroform, the solvent was distilled out of the chloroform extract, and the residue was... Starting materials: C(=O)([O-])[O-].[K+].[K+] (K2CO3), ClC1=CC2=C(NC(=N2)CCC2CC(C2)N(C)C[C@H]2C[C@H]([C@H]3[C@@H]2OC(O3)(C)C)N3C=CC2=C3N=CN=C2NCC2=C(C=C(C=C2)OC)OC)C=C1Cl (7-((3aS,4R,6R,6aR)-6-(((3-(2-(5,6-Dichloro-1H-benzo[d]imidazol-2-yl)ethyl)cyclobutyl)(methyl)amino)methyl)-2,2-dimethyltetrahydro-3aH-cyclopenta[d][1,3]dioxol-4-yl)-N-(2,4-dimethoxybenzyl)-7H-pyrrolo[2,3-d]pyrimidin-4-amine). Solvent: O (water), FC(C(=O)O)(F)F (Trifluoroacetic Acid), O (Water). Conditions: temperature 0 celsius, time 30 minute. The product is NC=1C2=C(N=CN1)N(C=C2)[C@H]2[C@@H]([C@@H]([C@H](C2)CN(C)C2CC(C2)CCC2=NC1=C(N2)C=C(C(=C1)Cl)Cl)O)O ((1R,2S,3R,5R)-3-(4-amino-7H-pyrrolo[2,3-d]pyrimidin-7-yl)-5-(((3-(2-(5,6-dichloro-1H-benzo[d]imidazol-2-yl)ethyl)cyclobutyl)(methyl)amino)methyl)cyclopentane-1,2-diol). The yield is 81.3%. RXN SMILES: [Cl:1][C:2]1[C:50]([Cl:51])=[CH:49][C:5]2[NH:6][C:7]([CH2:9][CH2:10][CH:11]3[CH2:14][CH:13]([N:15]([CH2:17][C@@H:18]4[C@H:22]5[O:23]C(C)(C)[O:25][C@H:21]5[C@H:20]([N:28]5[C:32]6[N:33]=[CH:34][N:35]=[C:36]([NH:37]CC7C=CC(OC)=CC=7OC)[C:31]=6[CH:30]=[CH:29]5)[CH2:19]4)[CH3:16])[CH2:12]3)=[N:8][C:4]=2[CH:3]=1.C([O-])([O-])=O.[K+].[K+]>FC(F)(F)C(O)=O.O>[NH2:37][C:36]1[C:31]2[CH:30]=[CH:29][N:28]([C@@H:20]3[CH2:19][C@H:18]([CH2:17][N:15]([CH:13]4[CH2:12][CH:11]([CH2:10][CH2:9][C:7]5[NH:8][C:4]6[CH:3]=[C:2]([Cl:1])[C:50]([Cl:51])=[CH:49][C:5]=6[N:6]=5)[CH2:14]4)[CH3:16])[C@@H:22]([OH:23])[C@H:21]3[OH:25])[C:32]=2[N:33]=[CH:34][N:35]=1 |f:1.2.3|. Procedure details: 7-((3aS,4R,6R,6aR)-6-(((3-(2-(5,6-Dichloro-1H-benzo[d]imidazol-2-yl)ethyl)cyclobutyl)(methyl)amino)methyl)-2,2-dimethyltetrahydro-3aH-cyclopenta[d][1,3]dioxol-4-yl)-N-(2,4-dimethoxybenzyl)-7H-pyrrolo[2,3-d]pyrimidin-4-amine (377 mg, 0.513 mmol) was dissolved in a mixture of Trifluoroacetic Acid (7.1 ml) and Water (0.8 ml) which had been pre-cooled at 0° C. in an ice bath. The solution was stirred at 0° C. for 30 minutes, then warmed to and stirring was continued for 3 h at RT. The suspension was... Reactants: O=C(O)CC1Cc2cc(Br)c3[nH]ncc3c2CN(CC2CC2)C1=O, CC(C)(C)CN1Cc2c(cc(Cl)c3[nH]ncc23)CC(CC(=O)N2CCC(N3Cc4ccccc4NC3=O)CC2)C1=O, Cl, O=c1[nH]c2c(F)cccc2cc1C1CCNCC1. Yields the product O=C(CC1Cc2cc(Br)c3[nH]ncc3c2CN(CC2CC2)C1=O)N1CCC(c2cc3cccc(F)c3[nH]c2=O)CC1. RXN SMILES: [Br:1][c:2]1[cH:3][c:4]2[c:5]([c:6]3[cH:7][n:8][nH:9][c:10]13)[CH2:11][N:12]([CH2:21][CH:22]1[CH2:23][CH2:24]1)[C:13](=[O:20])[CH:14]([CH2:16][C:17](=[O:18])[OH:19])[CH2:15]2.[Cl:44][c:45]1[c:46]2[nH:47][n:48][cH:49][c:50]2[c:51]2[c:83]([cH:84]1)[CH2:82][CH:61]([CH2:62][C:63](=[O:64])[N:65]1[CH2:66][CH2:67][CH:68]([N:69]3[CH2:70][c:71]4[c:72]([cH:73][cH:74][cH:75][cH:76]4)[NH:77][C:78]3=[O:79])[CH2:80][CH2:81]1)[C:59](=[O:60])[N:53]([CH2:54][C:55]([CH3:56])([CH3:57])[CH3:58])[CH2:52]2.[ClH:25].[F:26][c:27]1[cH:28][cH:29][cH:30][c:31]2[cH:32][c:33]([CH:38]3[CH2:39][CH2:40][NH:41][CH2:42][CH2:43]3)[c:34](=[O:37])[nH:35][c:36]12>>[Br:1][c:2]1[cH:3][c:4]2[c:5]([c:6]3[cH:7][n:8][nH:9][c:10]13)[CH2:11][N:12]([CH2:21][CH:22]1[CH2:23][CH2:24]1)[C:13](=[O:20])[CH:14]([CH2:16][C:17](=[O:19])[N:41]1[CH2:40][CH2:39][CH:38]([c:33]3[cH:32][c:31]4[cH:30][cH:29][cH:28][c:27]([F:26])[c:36]4[nH:35][c:34]3=[O:37])[CH2:43][CH2:42]1)[CH2:15]2. Reactants: ClC(C(OC1=CC(=C(C=C1Cl)N)Cl)(F)F)F (4-(2-chloro-1,1,2-trifluoroethoxy)-2,5-dichlorobenzeneamine), FC1=C(C(=O)N=C=O)C(=CC=C1)F (2,6-difluorobenzoyl isocyanate). Solvent: C1(=CC=CC=C1)C (toluene). The product is ClC1=C(C=C(C(=C1)OC(C(F)Cl)(F)F)Cl)NC(=O)NC(C1=C(C=CC=C1F)F)=O (N-(((2,5-dichloro-4-(2-chloro-1,1,2-trifluoroethoxy)phenyl)amino)carbonyl)2,6-difluorobenzamide). As a reaction SMILES: [Cl:1][CH:2]([F:16])[C:3]([F:15])([F:14])[O:4][C:5]1[C:10]([Cl:11])=[CH:9][C:8]([NH2:12])=[C:7]([Cl:13])[CH:6]=1.[F:17][C:18]1[CH:28]=[CH:27][CH:26]=[C:25]([F:29])[C:19]=1[C:20]([N:22]=[C:23]=[O:24])=[O:21]>C1(C)C=CC=CC=1>[Cl:13][C:7]1[CH:6]=[C:5]([O:4][C:3]([F:15])([F:14])[CH:2]([Cl:1])[F:16])[C:10]([Cl:11])=[CH:9][C:8]=1[NH:12][C:23]([NH:22][C:20](=[O:21])[C:19]1[C:25]([F:29])=[CH:26][CH:27]=[CH:28][C:18]=1[F:17])=[O:24]. Reported procedure: A solution of 5.9 g (0.02 mole) of the above prepared 4-(2-chloro-1,1,2-trifluoroethoxy)-2,5-dichlorobenzeneamine in 100 ml toluene was placed in a 500 ml 3-necked round bottom flask fitted with a mechanical stirrer, thermometer and reflux condenser and 5.5 g (0.03 mole) of 2,6-difluorobenzoyl isocyanate was added while stirring. The temperature rose from 23° to 34° C. in a few minutes. The mixture was heated under reflux while stirring for one hour giving a clear solution which was cooled in an... Starting materials: CCOC(=O)c1sc(=O)[nH]c1-c1ccccc1, O, O=P(Cl)(Cl)Cl. Yields the product CCOC(=O)c1sc(Cl)nc1-c1ccccc1. As a reaction SMILES: [O:1]=[c:2]1[s:3][c:4]([C:13](=[O:14])[O:15][CH2:16][CH3:17])[c:5](-[c:7]2[cH:8][cH:9][cH:10][cH:11][cH:12]2)[nH:6]1.[OH2:23].[P:18]([Cl:19])([Cl:20])([Cl:21])=[O:22]>>[c:2]1([Cl:20])[s:3][c:4]([C:13](=[O:14])[O:15][CH2:16][CH3:17])[c:5](-[c:7]2[cH:8][cH:9][cH:10][cH:11][cH:12]2)[n:6]1.